From a dataset of the Open Reaction Database (ORD), a public repository of structured organic reaction records. describe an organic reaction: reactants, conditions, products, and yield Conditions: temperature 5 celsius, time 3 hour. Yield: 84.3%. Product: C(C)(C)(C)OC(=O)N1[C@H](CCC1)CNC1=CC=C(C=C1)CC1=CC=CC=C1 ((R)-2-[(4-Benzyl-phenylamino)-methyl]-pyrrolidine-1-carboxylic acid tert-butyl ester). Reported procedure: To a solution of 4-benzyl aniline (200 mg, 1.1 mmol) in dichloroethane (1.5 mL) was added a solution of N-(t-butoxycarbonyl)-D-prolinal (239 mg, 1.2 mmol) in dichloroethane (1.5 mL) at 0-5° C. Sodium triacetoxyborohydride (393 mg, 1.85 mmol) was added to the above solution. Acetic acid (65 mg, 1.1 mmol) in dichloroethane (1 mL) was added dropwise, over a period of 5 min at 0-5° C. The reaction mixture was stirred at 0-10° C. for 3 h. The mixture was diluted with saturated aq NaHCO3 and extracted... Reaction SMILES: [CH2:1]([C:8]1[CH:14]=[CH:13][C:11]([NH2:12])=[CH:10][CH:9]=1)[C:2]1[CH:7]=[CH:6][CH:5]=[CH:4][CH:3]=1.[C:15]([O:19][C:20]([N:22]1[CH2:28][CH2:27][CH2:26][C@@H:23]1[CH:24]=O)=[O:21])([CH3:18])([CH3:17])[CH3:16].C(O[BH-](OC(=O)C)OC(=O)C)(=O)C.[Na+].C(O)(=O)C>ClC(Cl)C.C([O-])(O)=O.[Na+]>[C:15]([O:19][C:20]([N:22]1[CH2:28][CH2:27][CH2:26][C@@H:23]1[CH2:24][NH:12][C:11]1[CH:10]=[CH:9][C:8]([CH2:1][C:2]2[CH:3]=[CH:4][CH:5]=[CH:6][CH:7]=2)=[CH:14][CH:13]=1)=[O:21])([CH3:18])([CH3:16])[CH3:17] |f:2.3,6.7|. Solvent: C(=O)(O)[O-].[Na+] (NaHCO3), ClC(C)Cl (dichloroethane), ClC(C)Cl (dichloroethane), ClC(C)Cl (dichloroethane). The reactants are C(C1=CC=CC=C1)C1=CC=C(N)C=C1 (4-benzyl aniline), C(C)(C)(C)OC(=O)N1[C@@H](C=O)CCC1 (N-(t-butoxycarbonyl)-D-prolinal), C(C)(=O)O (Acetic acid), C(C)(=O)O[BH-](OC(C)=O)OC(C)=O.[Na+] (Sodium triacetoxyborohydride). Yields the product CC(C(=O)NC(C(=O)N1CCC2C1C(C(=O)O)CN2S(C)(=O)=O)C1CCCCC1)N(C)C(=O)OC(C)(C)C. The reactants are COC(=O)C1CN(S(C)(=O)=O)C2CCN(C(=O)C(NC(=O)C(C)N(C)C(=O)OC(C)(C)C)C3CCCCC3)C12, CO, [Na+], [OH-]. Reaction SMILES: [CH3:1][O:2][C:3](=[O:4])[CH:5]1[CH:6]2[CH:7]([N:8]([S:10](=[O:11])(=[O:12])[CH3:13])[CH2:9]1)[CH2:14][CH2:15][N:16]2[C:17]([CH:18]([CH:19]1[CH2:20][CH2:21][CH2:22][CH2:23][CH2:24]1)[NH:25][C:26]([CH:27]([CH3:28])[N:29]([CH3:30])[C:31](=[O:32])[O:33][C:34]([CH3:35])([CH3:36])[CH3:37])=[O:38])=[O:39].[CH3:42][OH:43].[Na+:41].[OH-:40]>>[O:2]=[C:3]([OH:4])[CH:5]1[CH:6]2[CH:7]([N:8]([S:10](=[O:11])(=[O:12])[CH3:13])[CH2:9]1)[CH2:14][CH2:15][N:16]2[C:17]([CH:18]([CH:19]1[CH2:20][CH2:21][CH2:22][CH2:23][CH2:24]1)[NH:25][C:26]([CH:27]([CH3:28])[N:29]([CH3:30])[C:31](=[O:32])[O:33][C:34]([CH3:35])([CH3:36])[CH3:37])=[O:38])=[O:39]. Starting materials: Cl (hydrochloric acid), N1N=CN=C1 (1,2,4-triazole), [H-].[Na+] (sodium hydride), ClC=1C=CC2=C(N(C(C=N2)=O)CC2OCCO2)N1 (6-chloro-4-(1,3-dioxolan-2-ylmethyl)pyrido(2,3-b)pyrazin-3(4H)-one), N1N=CN=C1 (1,2,4-triazole), [H-].[Na+] (sodium hydride). The solvent is O (water), C(C)(=O)OCC (ethyl acetate), CN(C=O)C (N,N-dimethylformamide). Reaction conditions: temperature 45 celsius, time 30 minute. Product: O1C(OCC1)CN1C2=C(N=CC1=O)C=CC(=N2)N2N=CN=C2 (4-(1,3-dioxolan-2-ylmethyl)-6-(1H-1,2,4-triazole-1-yl)pyrido(2,3-b)pyrazin-3(4H)-one). The yield is 22.9%. Reaction SMILES: Cl[C:2]1[CH:3]=[CH:4][C:5]2[N:10]=[CH:9][C:8](=[O:11])[N:7]([CH2:12][CH:13]3[O:17][CH2:16][CH2:15][O:14]3)[C:6]=2[N:18]=1.[NH:19]1[CH:23]=[N:22][CH:21]=[N:20]1.[H-].[Na+].Cl>CN(C)C=O.O.C(OCC)(=O)C>[O:14]1[CH2:15][CH2:16][O:17][CH:13]1[CH2:12][N:7]1[C:8](=[O:11])[CH:9]=[N:10][C:5]2[CH:4]=[CH:3][C:2]([N:19]3[CH:23]=[N:22][CH:21]=[N:20]3)=[N:18][C:6]1=2 |f:2.3|. Procedure: To a solution of 0.30 g of 6-chloro-4-(1,3-dioxolan-2-ylmethyl)pyrido(2,3-b)pyrazin-3(4H)-one and 78 mg of 1,2,4-triazole in 9 mL of N,N-dimethylformamide, 48 mg of 60% sodium hydride was added, and the mixture was stirred at 40 to 50° C. for 1 hour 30 minutes. Thereto was further added 78 mg of 1,2,4-triazole and 48 mg of 60% sodium hydride, and the mixture was stirred at 40 to 50° C. for 1 hour 30 minutes, and stirred at 60 to 70° C. for 20 minutes. The reaction mixture was charged with a mixe... The reactants are CCOC(C)=O, CC(=O)NC1C(OC(C)=O)C(OC(C)=O)C(COC(C)=O)OC1(O)Cl, ClCCl, OCc1ccccc1. Yields the product CC(=O)NC1C(OC(C)=O)C(OC(C)=O)C(COC(C)=O)OC1(O)Cc1ccccc1. Reaction SMILES: [CH3:37][CH2:38][O:39][C:40](=[O:41])[CH3:42].[Cl:1][C:2]1([OH:3])[CH:4]([NH:22][C:23]([CH3:24])=[O:25])[CH:5]([O:6][C:7]([CH3:8])=[O:9])[CH:10]([O:11][C:12]([CH3:13])=[O:14])[CH:15]([CH2:17][O:18][C:19]([CH3:20])=[O:21])[O:16]1.[Cl:34][CH2:35][Cl:36].[OH:26][CH2:27][c:28]1[cH:29][cH:30][cH:31][cH:32][cH:33]1>>[C:2]1([OH:3])([CH2:27][c:28]2[cH:29][cH:30][cH:31][cH:32][cH:33]2)[CH:4]([NH:22][C:23]([CH3:24])=[O:25])[CH:5]([O:6][C:7]([CH3:8])=[O:9])[CH:10]([O:11][C:12]([CH3:13])=[O:14])[CH:15]([CH2:17][O:18][C:19]([CH3:20])=[O:21])[O:16]1. The reactants are CNC(=O)c1cccc(F)c1Nc1nc(Nc2ccc3c(c2)NC(=O)CN(C(=O)OCc2ccccc2)C3)ncc1Cl, CSC, O=C(O)C(F)(F)F. The product is CNC(=O)c1cccc(F)c1Nc1nc(Nc2ccc3c(c2)NC(=O)CNC3)ncc1Cl. As a reaction SMILES: [CH2:1]([O:2][C:3](=[O:4])[N:11]1[CH2:12][C:13](=[O:42])[NH:14][c:15]2[c:16]([cH:18][cH:19][c:20]([NH:22][c:23]3[n:24][cH:25][c:26]([Cl:41])[c:27]([NH:29][c:30]4[c:31]([F:40])[cH:32][cH:33][cH:34][c:35]4[C:36]([NH:37][CH3:38])=[O:39])[n:28]3)[cH:21]2)[CH2:17]1)[c:5]1[cH:6][cH:7][cH:8][cH:9][cH:10]1.[CH3:43][S:44][CH3:45].[OH:46][C:47]([C:48]([F:49])([F:50])[F:51])=[O:52]>>[NH:11]1[CH2:12][C:13](=[O:42])[NH:14][c:15]2[c:16]([cH:18][cH:19][c:20]([NH:22][c:23]3[n:24][cH:25][c:26]([Cl:41])[c:27]([NH:29][c:30]4[c:31]([F:40])[cH:32][cH:33][cH:34][c:35]4[C:36]([NH:37][CH3:38])=[O:39])[n:28]3)[cH:21]2)[CH2:17]1. Reactants: C(C)N1C2=CC=CC=C2C=2C=CC(=CC12)C=O (9-ethyl-9H-carbazole-2-carbaldehyde), C(Cl)Cl (DCM), N1N=CC=C1C1CNCCC1 (3-(1H-pyrazol-5-yl)piperidine), [BH3-]C#N.[Na+] (NaBH3CN). The reagents and catalysts are CC(C)O[Ti](OC(C)C)(OC(C)C)OC(C)C (Ti(OiPr)4). Run in CO (MeOH), O1CCCC1 (tetrahydrofuran). Run at time 8 hour. Yields the product N1N=CC=C1C1CN(CCC1)CC=1C=CC=2N(C3=CC=CC=C3C2C1)CC (3-((3-(1H-pyrazol-5-yl)piperidin-1-yl)methyl)-9-ethyl-9H-carbazole). The yield is 5.2%. RXN SMILES: [NH:1]1[C:5]([CH:6]2[CH2:11][CH2:10][CH2:9][NH:8][CH2:7]2)=[CH:4][CH:3]=[N:2]1.[CH2:12]([N:14]1[C:26]2[CH:25]=[C:24](C=O)[CH:23]=[CH:22][C:21]=2[C:20]2[C:15]1=[CH:16][CH:17]=[CH:18][CH:19]=2)[CH3:13].[BH3-][C:30]#N.[Na+].C(Cl)Cl>O1CCCC1.CC(O[Ti](OC(C)C)(OC(C)C)OC(C)C)C.CO>[NH:1]1[C:5]([CH:6]2[CH2:11][CH2:10][CH2:9][N:8]([CH2:30][C:23]3[CH:24]=[CH:25][C:26]4[N:14]([CH2:12][CH3:13])[C:15]5[C:20]([C:21]=4[CH:22]=3)=[CH:19][CH:18]=[CH:17][CH:16]=5)[CH2:7]2)=[CH:4][CH:3]=[N:2]1 |f:2.3|. Procedure: A 100-mL 3-necked round-bottom flask was charged with a solution of 3-(1H-pyrazol-5-yl)piperidine (1.8 g, 11.31 mmol, 1.00 equiv, 95%) in tetrahydrofuran (THF) (100 mL). To this was added 9-ethyl-9H-carbazole-2-carbaldehyde (2.66 g, 11.32 mmol, 1.02 equiv, 95%) and Ti(OiPr)4 (4.24 g, 14.76 mmol, 1.25 equiv, 99%). The resulting solution was allowed to stir at room temperature overnight. To the mixture was then added NaBH3CN (3 g, 47.26 mmol, 4.00 equiv, 99%). The resulting mixture was allowed to ... Reactants: COc1cc(CCl)cc(OC)c1OC, CN(C)C=O, c1ccc(N2CCNCC2)cc1. Yields the product COc1cc(CN2CCN(c3ccccc3)CC2)cc(OC)c1OC, Cl. RXN SMILES: [CH3:1][O:2][c:3]1[cH:4][c:5]([CH2:6][Cl:7])[cH:8][c:9]([O:13][CH3:14])[c:10]1[O:11][CH3:12].[O:27]=[CH:28][N:29]([CH3:30])[CH3:31].[c:15]1([N:21]2[CH2:22][CH2:23][NH:24][CH2:25][CH2:26]2)[cH:16][cH:17][cH:18][cH:19][cH:20]1>>[CH3:1][O:2][c:3]1[cH:4][c:5]([CH2:6][N:24]2[CH2:23][CH2:22][N:21]([c:15]3[cH:16][cH:17][cH:18][cH:19][cH:20]3)[CH2:26][CH2:25]2)[cH:8][c:9]([O:13][CH3:14])[c:10]1[O:11][CH3:12].[ClH:7]. Reactants: FB(F)F, CC(=O)O, O, CCCC1(C)CC(C)c2ccc(O)c(C)c2O1. Yields the product CCCC1(C)CC(C)c2cc(C(C)=O)c(O)c(C)c2O1. Reaction SMILES: [B:22]([F:23])([F:24])[F:25].[C:18]([CH3:19])(=[O:20])[OH:21].[OH2:26].[OH:1][c:2]1[cH:3][cH:4][c:5]2[c:10]([c:11]1[CH3:12])[O:9][C:8]([CH3:13])([CH2:14][CH2:15][CH3:16])[CH2:7][CH:6]2[CH3:17]>>[OH:1][c:2]1[c:3]([C:18]([CH3:19])=[O:20])[cH:4][c:5]2[c:10]([c:11]1[CH3:12])[O:9][C:8]([CH3:13])([CH2:14][CH2:15][CH3:16])[CH2:7][CH:6]2[CH3:17].